Dataset: the Open Reaction Database (ORD), a public repository of structured organic reaction records. Task: describe an organic reaction: reactants, conditions, products, and yield Procedure details: 2-(Trifluoromethyl)-1H-pyrrolo[2,3-b]pyridin-5-amine (0.040 g, 0.199 mmol), 6-chloro-2-fluoro-3-(propylsulfonamido)benzoic acid (0.064 g, 0.219 mmol), EDCI (0.042 g, 0.219 mmol) and HOBt (0.027 g, 0.199 mmol) were dissolved in DMF (0.6 mL) and stirred at room temperature for 16 hours. The reaction mixture was directly purified by reverse phase HPLC to give 6-chloro-2-fluoro-3-(propylsulfonamido)-N-(2-(trifluoromethyl)-1H-pyrrolo[2,3-b]pyridin-5-yl)benzamide (0.050 g, 52%) as a solid. 1H NMR (400... Yields the product ClC1=CC=C(C(=C1C(=O)NC=1C=C2C(=NC1)NC(=C2)C(F)(F)F)F)NS(=O)(=O)CCC (6-chloro-2-fluoro-3-(propylsulfonamido)-N-(2-(trifluoromethyl)-1H-pyrrolo[2,3-b]pyridin-5-yl)benzamide). Reaction SMILES: [F:1][C:2]([F:14])([F:13])[C:3]1[NH:12][C:6]2=[N:7][CH:8]=[C:9]([NH2:11])[CH:10]=[C:5]2[CH:4]=1.[Cl:15][C:16]1[C:21]([C:22](O)=[O:23])=[C:20]([F:25])[C:19]([NH:26][S:27]([CH2:30][CH2:31][CH3:32])(=[O:29])=[O:28])=[CH:18][CH:17]=1.CCN=C=NCCCN(C)C.C1C=CC2N(O)N=NC=2C=1>CN(C=O)C>[Cl:15][C:16]1[C:21]([C:22]([NH:11][C:9]2[CH:10]=[C:5]3[CH:4]=[C:3]([C:2]([F:1])([F:13])[F:14])[NH:12][C:6]3=[N:7][CH:8]=2)=[O:23])=[C:20]([F:25])[C:19]([NH:26][S:27]([CH2:30][CH2:31][CH3:32])(=[O:29])=[O:28])=[CH:18][CH:17]=1. Run at time 16 hour. Reactants: FC(C1=CC=2C(=NC=C(C2)N)N1)(F)F (2-(Trifluoromethyl)-1H-pyrrolo[2,3-b]pyridin-5-amine), ClC1=CC=C(C(=C1C(=O)O)F)NS(=O)(=O)CCC (6-chloro-2-fluoro-3-(propylsulfonamido)benzoic acid), CCN=C=NCCCN(C)C (EDCI), C=1C=CC2=C(C1)N=NN2O (HOBt). Yield: 52.5%. Solvent: CN(C)C=O (DMF). Starting materials: ClC1=CC=C(C=C1)C1=C(OC2=C3OCCNC3=CC=C2C1=O)C(C)C (7-(4-chlorophenyl)-6-isopropyl-2,3-dihydro-1H-1-aza-4,5-dioxa-phenanthren-8-one), CN(C=O)C (N,N-dimethylformamide). Reagents/catalysts: C=1C=CC(=CC1)/C=C/C(=O)/C=C/C2=CC=CC=C2.C=1C=CC(=CC1)/C=C/C(=O)/C=C/C2=CC=CC=C2.C=1C=CC(=CC1)/C=C/C(=O)/C=C/C2=CC=CC=C2.[Pd].[Pd] (tris(dibenzylideneacetone)dipalladium), C1(=CC=CC=C1)P([C-]1C=CC=C1)C1=CC=CC=C1.[C-]1(C=CC=C1)P(C1=CC=CC=C1)C1=CC=CC=C1.[Fe+2] (1,1′-bis(diphenylphosphino)ferrocene), [C-]#N.[Zn+2].[C-]#N (zinc cyanide). Run at temperature 180 celsius. Product: C(C)(C)C=1OC2=C3OCCNC3=CC=C2C(C1C1=CC=C(C#N)C=C1)=O (4-(6-Isopropyl-8-oxo-1,2,3,8-tetrahydro-4,5-dioxa-1-aza-phenanthren-7-yl)benzonitrile). Reaction SMILES: Cl[C:2]1[CH:7]=[CH:6][C:5]([C:8]2[C:21](=[O:22])[C:20]3[C:11](=[C:12]4[C:17](=[CH:18][CH:19]=3)[NH:16][CH2:15][CH2:14][O:13]4)[O:10][C:9]=2[CH:23]([CH3:25])[CH3:24])=[CH:4][CH:3]=1.[CH3:26][N:27](C)C=O>C1C=CC(/C=C/C(/C=C/C2C=CC=CC=2)=O)=CC=1.C1C=CC(/C=C/C(/C=C/C2C=CC=CC=2)=O)=CC=1.C1C=CC(/C=C/C(/C=C/C2C=CC=CC=2)=O)=CC=1.[Pd].[Pd].C1(P(C2C=CC=CC=2)[C-]2C=CC=C2)C=CC=CC=1.[C-]1(P(C2C=CC=CC=2)C2C=CC=CC=2)C=CC=C1.[Fe+2].[C-]#N.[Zn+2].[C-]#N>[CH:23]([C:9]1[O:10][C:11]2[C:20]([C:21](=[O:22])[C:8]=1[C:5]1[CH:6]=[CH:7][C:2]([C:26]#[N:27])=[CH:3][CH:4]=1)=[CH:19][CH:18]=[C:17]1[C:12]=2[O:13][CH2:14][CH2:15][NH:16]1)([CH3:25])[CH3:24] |f:2.3.4.5.6,7.8.9,10.11.12|. Procedure: A mixture of 7-(4-chlorophenyl)-6-isopropyl-2,3-dihydro-1H-1-aza-4,5-dioxa-phenanthren-8-one (71.7 mg, 0.202 mmol), tris(dibenzylideneacetone)dipalladium (0) (92.2 mg, 0.101 mmol), 1,1′-bis(diphenylphosphino)ferrocene (112 mg, 0.202 mmol) and zinc cyanide (24 mg, 0.204 mmol) in N,N-dimethylformamide (2.5 ml) is heated at 180° C. for 40 min under microwave irradiation in an Emrys Optimizer instrument (Biotage AB, Uppsala, Sweden). The mixture is filtered through a short pad of Celite, which is th... The reactants are COc1ccccc1O, ClCCl, O=[N+]([O-])O. Yields the product COc1c(O)cccc1[N+](=O)[O-]. Reaction SMILES: [CH3:5][O:6][c:7]1[cH:8][cH:9][cH:10][cH:11][c:12]1[OH:13].[Cl:14][CH2:15][Cl:16].[OH:1][N+:2]([O-:3])=[O:4]>>[O-:1][N+:2](=[O:4])[c:8]1[c:7]([O:6][CH3:5])[c:12]([OH:13])[cH:11][cH:10][cH:9]1. The solvent is C1CCOC1 (THF). Reactants: N1=CC=CC=C1.F (hydrogen fluoride-pyridine), N1=CC=CC=C1.F (hydrogen fluoride-pyridine), [H][H] (Hydrogen), ClC1=CC=C(C=C1)S(=O)(=O)NC(C(=O)OCC)CC(=C)C (ethyl 2-(4-chloro-benzenesulfonylamino)-4-methyl-4-pentenoate). Reported procedure: Hydrogen fluorideepyridine (10 mL) was added to a 0° C. solution of ethyl 2-(4-chloro-benzenesulfonylamino)-4-methyl-4-pentenoate (1.0 g, 3.0 mmol) in THF (15 mL). The reaction mixture was allowed to warm to rt. After 5 h, an additional portion (10 mL) of hydrogen fluoride-pyridine was added. The mixture was stirred for 24 h, then a third portion of hydrogen fluoride-pyridine (10 mL) was added. After a total of 53 h, the reaction was quenched with ice chips (20 mL). The crude mixture was poured ... The yield is 46.0%. Product: ClC1=CC=C(C=C1)S(=O)(=O)NC(C(=O)OCC)CC(C)(C)F (ethyl 2-(4-chlorobenzenesulfonylamino)-4-fluoro-4-methyl-pentanoate), ClC1=CC=C(C=C1)S(=O)(=O)NC1C(OC(C1)(C)C)=O (4-chloro-N-(5,5-dimethyl-2-oxo-tetrahydro-furan-3-y)-benzenesulfonamide). Conditions: time 5 hour. As a reaction SMILES: [H][H].[Cl:3][C:4]1[CH:9]=[CH:8][C:7]([S:10]([NH:13][CH:14]([CH2:20][C:21]([CH3:23])=[CH2:22])[C:15]([O:17][CH2:18][CH3:19])=[O:16])(=[O:12])=[O:11])=[CH:6][CH:5]=1.N1C=CC=CC=1.[FH:30]>C1COCC1>[Cl:3][C:4]1[CH:5]=[CH:6][C:7]([S:10]([NH:13][CH:14]([CH2:20][C:21]([F:30])([CH3:23])[CH3:22])[C:15]([O:17][CH2:18][CH3:19])=[O:16])(=[O:12])=[O:11])=[CH:8][CH:9]=1.[Cl:3][C:4]1[CH:9]=[CH:8][C:7]([S:10]([NH:13][CH:14]2[CH2:20][C:21]([CH3:23])([CH3:22])[O:16][C:15]2=[O:17])(=[O:12])=[O:11])=[CH:6][CH:5]=1 |f:2.3|. The reactants are C(C)(C)(C)OO (tert-butylhydroperoxide), C(C=C)C1(C2=C(CCC3=C1C=CC=C3)C=CC=C2)O (5-allyl-5-hydroxy-10,11-dihydro-5H-dibenzo[a,d]cycloheptene), C1(=CC=CC=C1)C (toluene). Reagents/catalysts: C/C(=C/C(=O)C)/O.C/C(=C/C(=O)C)/O.C/C(=C/C(=O)C)/O.[V] (vanadium (III) acetylacetonate). The solvent is CCCCCC (hexane). Conditions: time 12 hour. Product: O1C(CC2(C3=C(CCC4=C2C=CC=C4)C=CC=C3)O)C1 (5-(2,3-Epoxypropyl)-5-hydroxy-10,11-dihydro-5H-dibenzo[a,d]cycloheptene). Isolated yield 49.6%. RXN SMILES: [CH2:1]([C:4]1([OH:19])[C:10]2[CH:11]=[CH:12][CH:13]=[CH:14][C:9]=2[CH2:8][CH2:7][C:6]2[CH:15]=[CH:16][CH:17]=[CH:18][C:5]1=2)[CH:2]=[CH2:3].C([O:24]O)(C)(C)C.C1(C)C=CC=CC=1>CCCCCC.C/C(/O)=C/C(C)=O.C/C(/O)=C/C(C)=O.C/C(/O)=C/C(C)=O.[V]>[O:24]1[CH2:3][CH:2]1[CH2:1][C:4]1([OH:19])[C:5]2[CH:18]=[CH:17][CH:16]=[CH:15][C:6]=2[CH2:7][CH2:8][C:9]2[CH:14]=[CH:13][CH:12]=[CH:11][C:10]1=2 |f:4.5.6.7|. Procedure: To a stirred, refluxing solution of 35.7 g (0.14 mol) of 5-allyl-5-hydroxy-10,11-dihydro-5H-dibenzo[a,d]cycloheptene 10 (R. D. Hoffsommer, et al, supra) in 500 ml of hexane was added 0.5 g of vanadium (III) acetylacetonate followed by the dropwise addition of 25.1 g (0.22 mol) of 70% tert-butylhydroperoxide. The resulting yellow mixture was refluxed for 4 hrs., then 100 ml of toluene was added. The reaction was allowed to cool to room temperature and stand for 12 hrs. Excess hydroperoxide was de...